From a dataset of the Open Reaction Database (ORD), a public repository of structured organic reaction records. describe an organic reaction: reactants, conditions, products, and yield The reactants are anhydride THF, ClC1=CC=C(C=C1)NC(CC1=CC=CC=C1)=O (N-(4-chlorophenyl)-2-phenylacetamide), C(C)OC(C(=O)OCC)=O (Diethyloxalate), CC(C)([O-])C.[K+] (potassium t-butoxide). Solvent: O (water). Run at time 3 hour. The product is ClC1=CC=C(C=C1)N1C(C(=C(C1=O)C1=CC=CC=C1)O)=O (1-(4-chlorophenyl)-3-hydroxy-4-phenyl-1H-pyrrole-2,5-dione). As a reaction SMILES: [Cl:1][C:2]1[CH:7]=[CH:6][C:5]([NH:8][C:9](=[O:17])[CH2:10][C:11]2[CH:16]=[CH:15][CH:14]=[CH:13][CH:12]=2)=[CH:4][CH:3]=1.C([O:20][C:21](=O)[C:22](OCC)=[O:23])C.CC(C)([O-])C.[K+]>O>[Cl:1][C:2]1[CH:3]=[CH:4][C:5]([N:8]2[C:9](=[O:17])[C:10]([C:11]3[CH:12]=[CH:13][CH:14]=[CH:15][CH:16]=3)=[C:22]([OH:23])[C:21]2=[O:20])=[CH:6][CH:7]=1 |f:2.3|. Reported procedure: After the addition of anhydride THF (20 ml) to compound 5d (1.40 g, 7.34 mmol), the temperature was adjusted to 0° C. Diethyloxalate (1.45 g, 9.50 mmol) and potassium t-butoxide (1.35 g, 11.9 mmol) were added thereto and the agitation for 3 hours was carried out. After the identification of the reaction progress with TLC, the solution was poured into the distilled water and acidified with 1N HCL aqueous solution. Three times extractions were carried out with EA and three times washings were carr... Reactants: ice, CC=1CC(N(N1)C1=NC=CC=C1)=O (5-methyl-2-(2-pyridinyl)-2,4-dihydro-3H-pyrazol-3-one), OC1=C(C=C(C=O)C=C1)OC (4-hydroxy-3-methoxybenzaldehyde), N1CCCCC1 (piperidine). Run in C(C)O (ethanol), O (water), Cl (hydrochloric acid). Yields the product OC1=C(C=C(\C=C/2\C(N(N=C2C)C2=NC=CC=C2)=O)C=C1)OC ((4E)-4-[4-hydroxy-3-methyloxy-benzylidene)-5-methyl-2-(2-pyridinyl)-2,4-dihydro-3H-pyrazol-3-one). Reaction SMILES: [CH3:1][C:2]1[CH2:3][C:4](=[O:13])[N:5]([C:7]2[CH:12]=[CH:11][CH:10]=[CH:9][N:8]=2)[N:6]=1.[OH:14][C:15]1[CH:22]=[CH:21][C:18]([CH:19]=O)=[CH:17][C:16]=1[O:23][CH3:24].N1CCCCC1>C(O)C.O.Cl>[OH:14][C:15]1[CH:22]=[CH:21][C:18](/[CH:19]=[C:3]2/[C:4](=[O:13])[N:5]([C:7]3[CH:12]=[CH:11][CH:10]=[CH:9][N:8]=3)[N:6]=[C:2]/2[CH3:1])=[CH:17][C:16]=1[O:23][CH3:24]. Procedure: 1.4 g (7.99 mmol) of 5-methyl-2-(2-pyridinyl)-2,4-dihydro-3H-pyrazol-3-one and 1.84 g (11.98 mmol) of 4-hydroxy-3-methoxybenzaldehyde are stirred under reflux with the addition of 3 ml of piperidine in absolute ethanol for 2 hours. The mixture is then diluted with water and slowly rendered neutral with 2N hydrochloric acid. After cooling in the ice bath, the orange precipitate which settles out is filtered off, washed with water and dried under reduced pressure. Starting materials: CC1=C(C(=O)O)C=CC(=C1)OCCCl (methyl 4-(2-Chloroethoxy)-benzoic acid), [OH-].[K+] (KOH). Solvent: CO (methanol). Run at temperature 50 celsius. The product is ClCCOC1=CC=C(C(=O)O)C=C1 (4-(2-Chloro-ethoxy)benzoic acid). The yield is 93.2%. RXN SMILES: C[C:2]1[CH:10]=[C:9]([O:11][CH2:12][CH2:13][Cl:14])[CH:8]=[CH:7][C:3]=1[C:4]([OH:6])=[O:5].[OH-].[K+]>CO>[Cl:14][CH2:13][CH2:12][O:11][C:9]1[CH:10]=[CH:2][C:3]([C:4]([OH:6])=[O:5])=[CH:7][CH:8]=1 |f:1.2|. Reported procedure: To methyl 4-(2-Chloroethoxy)-benzoic acid (11.8 gm, 53.5 mmol) dissolved in 118 mL of methanol was added 2N KOH (35mL, 1.3 equiv.) and the resulting solution was heated at 50° C. for 24 hrs. The reaction was cooled to room temperature and the methanol evaporated off. The residue was diluted with water and extracted once with ethyl acetate. The aqueous layer was then acidified with 6N HCl and a precipitate formed which was filtered off, washed well with water, and pumped dry under vacuum to yield...